This data is from the Open Reaction Database (ORD), a public repository of structured organic reaction records. The task is: describe an organic reaction: reactants, conditions, products, and yield Starting materials: [K].[P] (potassium phosphorus), P(=O)(OCCCCCCCCCCCC)([O-])[O-] (Dodecyl Phosphate), [OH-].[K+] (potassium hydroxide), solids. The solvent is O (water). The product is P(=O)(OCCCCCCCCCCCC)([O-])[O-].[K+].[K+] (Potassium Dodecyl Phosphate). As a reaction SMILES: [P:1]([O-:17])([O-:16])([O:3][CH2:4][CH2:5][CH2:6][CH2:7][CH2:8][CH2:9][CH2:10][CH2:11][CH2:12][CH2:13][CH2:14][CH3:15])=[O:2].[OH-].[K+:19].[K].[P]>O>[P:1]([O-:16])([O-:17])([O:3][CH2:4][CH2:5][CH2:6][CH2:7][CH2:8][CH2:9][CH2:10][CH2:11][CH2:12][CH2:13][CH2:14][CH3:15])=[O:2].[K+:19].[K+:19] |f:1.2,3.4,6.7.8,^1:19|. Reported procedure: In the same manner as for Example 4, 653.4 g dodecyl phosphate from Example 3 was added to 272.6 g potassium hydroxide (85%) in 817.2 g deionized water over a 70 min. period and temperature range of 64° to 84° C. The resulting 47% solids salt solution, potassium/phosphorus (K/P) molar ratio, 1.70, was allowed to cool to room temperature with continued stirring and was easily poured into receivers. The pH was 8.8. Starting materials: O=P(Cl)(Cl)Cl (POCl3), CC1=CC=CC=2NC(OC(C21)=O)=O (5-methyl-1H-benzo[d][1,3]oxazine-2,4-dione), O=C(CC(=O)OCC)C (ethyl 3-oxobutanoate), [OH-].[Na+] (NaOH), O1CCOCC1 (dioxane). Reaction conditions: time 45 minute. Yields the product ClC1=C(C(=NC2=CC=CC(=C12)C)C)C(=O)OCC (ethyl 4-chloro-2,5-dimethylquinoline-3-carboxylate). RXN SMILES: [CH3:1][C:2]1C2C(=O)OC(=O)[NH:7][C:6]=2[CH:5]=[CH:4][CH:3]=1.O=[C:15]([CH3:22])[CH2:16][C:17]([O:19][CH2:20][CH3:21])=[O:18].[OH-].[Na+].O=P(Cl)(Cl)[Cl:27].O1[CH2:35][CH2:34]OCC1>>[Cl:27][C:15]1[C:22]2[C:6](=[CH:5][CH:4]=[CH:3][C:2]=2[CH3:1])[N:7]=[C:34]([CH3:35])[C:16]=1[C:17]([O:19][CH2:20][CH3:21])=[O:18] |f:2.3|. Procedure details: A solution of 5-methyl-1H-benzo[d][1,3]oxazine-2,4-dione (Example 12c) (1.36 g, 7.68 mmol), ethyl 3-oxobutanoate (1.46 mL, 11.5 mmol), and NaOH (0.046 g, 1.15 mmol) in anhydrous dioxane (10 mL) were refluxed under nitrogen for 15 hrs. The solvent was then removed under vacuum, and the residue was re-dissolved in DMF (15 mL). To this solution was added POCl3 (1.41 mL, 15.4 mmol), and the reaction mixture was stirred at room temperature for 45 minutes. The reactants are FC(C(=O)OCC)(F)F (Ethyl trifluoroacetate), FC1=CC=C(C=C1)C(C)=O (4′-fluoroacetophenone), Cl (HCl), C[O-].[Na+] (sodium methoxide). The solvent is C(C)(C)(C)OC (methyl tert-butyl ether), C(C)(C)(C)OC (methyl tert-butyl ether). Product: FC(C(CC(=O)C1=CC=C(C=C1)F)=O)(F)F (4,4,4-trifluoro-1-[4-(fluoro)phenyl]-butane-1,3-dione). Isolated yield 823.3%. RXN SMILES: [F:1][C:2]([F:9])([F:8])[C:3]([O:5]CC)=O.C[O-].[Na+].[F:13][C:14]1[CH:19]=[CH:18][C:17]([C:20](=[O:22])[CH3:21])=[CH:16][CH:15]=1.Cl>C(OC)(C)(C)C>[F:9][C:2]([F:1])([F:8])[C:3](=[O:5])[CH2:21][C:20]([C:17]1[CH:18]=[CH:19][C:14]([F:13])=[CH:15][CH:16]=1)=[O:22] |f:1.2|. Procedure details: Ethyl trifluoroacetate (2.35 g, 1.66 mmol) was placed in a 50 mL round bottom flask, and dissolved in methyl tert-butyl ether (7.5 mL). To the stirred solution was added 25 weight % sodium methoxide (4.0 mL, 17.7 mmol) via an addition funnel over a 2 minute period. Next, 4′-fluoroacetophenone (2.1 g, 15 mmol) was dissolved in methyl tert-butyl ether (2 mL), and added to the reaction dropwise over 5 minutes. After stirring overnight (15.75 hours), 3N HCl (7.0 mL) was added. The organic layer was ... Reactants: NC1=CC2=C(C(CCN(C2)C(=O)OC(C)(C)C)=CC(=O)OC)C=C1 (methyl 2-[8-amino-2-[(tert-butyl)oxycarbonyl]-1H,3H,4H-benzo[e]azepin-5-ylidene}acetate). The reagents and catalysts are [Pd] (Pd/C). The solvent is C(C)O (ethanol). The product is NC1=CC2=C(C(CCN(C2)C(=O)OC(C)(C)C)CC(=O)OC)C=C1 (Methyl 2-{8-amino-2-[(tert-butyl)oxycarbonyl]-1H,3H,4H,5H-benzo[e]azepin-5-yl}acetate). RXN SMILES: [NH2:1][C:2]1[CH:24]=[CH:23][C:5]2[C:6](=[CH:18][C:19]([O:21][CH3:22])=[O:20])[CH2:7][CH2:8][N:9]([C:11]([O:13][C:14]([CH3:17])([CH3:16])[CH3:15])=[O:12])[CH2:10][C:4]=2[CH:3]=1>C(O)C.[Pd]>[NH2:1][C:2]1[CH:24]=[CH:23][C:5]2[CH:6]([CH2:18][C:19]([O:21][CH3:22])=[O:20])[CH2:7][CH2:8][N:9]([C:11]([O:13][C:14]([CH3:17])([CH3:16])[CH3:15])=[O:12])[CH2:10][C:4]=2[CH:3]=1. Procedure details: To a stirring solution of methyl 2-[8-amino-2-[(tert-butyl)oxycarbonyl]-1H,3H,4H-benzo[e]azepin-5-ylidene}acetate in 25 ml of ethanol at room temperature was added 10% Pd/C(0.01M). The reaction was stirred under hydrogenation conditions at ballon pressure. After stirring for 4 hr, the reaction mixture was filtered through celite. The reaction solvent was removed by rotary evaporation. The residue was purified by flash chromatography (50% EtOAc/Hexane). EI-MS m/z 335 (M+H)+.